From a dataset of the Open Reaction Database (ORD), a public repository of structured organic reaction records. describe an organic reaction: reactants, conditions, products, and yield Product: C1(CCCC1)N1NC(=C2C1=NC(=NC2=O)C2=C(C=CC=C2)OCCN2CCOCC2)CC (1-cyclopentyl-3-ethyl-6-[2-[2-(4-morpholinyl)ethoxy]phenyl]pyrazolo[3,4-d]pyrimidin-4-one), Example 11 ( b ). Reaction SMILES: [CH:1]1([N:6]2[C:10]([NH2:11])=[C:9]([C:12]([NH2:14])=[O:13])[C:8]([CH2:15][CH3:16])=[N:7]2)[CH2:5][CH2:4][CH2:3][CH2:2]1.[N:17]1([CH2:23][CH2:24][O:25][C:26]2[CH:33]=[CH:32][CH:31]=[CH:30][C:27]=2[CH:28]=O)[CH2:22][CH2:21][O:20][CH2:19][CH2:18]1>>[CH:1]1([N:6]2[C:10]3=[N:11][C:28]([C:27]4[CH:30]=[CH:31][CH:32]=[CH:33][C:26]=4[O:25][CH2:24][CH2:23][N:17]4[CH2:22][CH2:21][O:20][CH2:19][CH2:18]4)=[N:14][C:12](=[O:13])[C:9]3=[C:8]([CH2:15][CH3:16])[NH:7]2)[CH2:2][CH2:3][CH2:4][CH2:5]1. Starting materials: C1(CCCC1)N1N=C(C(=C1N)C(=O)N)CC (1-cyclopentyl-3-ethyl-5-amino-1H-pyrazole-4-carboxamide), N1(CCOCC1)CCOC1=C(C=O)C=CC=C1 (2-[2-(4-morpholinyl)ethoxy]benzaldehyde), xylenes. Reaction conditions: temperature 120 celsius. Reported procedure: A mixture of 1-cyclopentyl-3-ethyl-5-amino-1H-pyrazole-4-carboxamide (0.95 g, 4.28 mmol), 2-[2-(4-morpholinyl)ethoxy]benzaldehyde (1.51 g) and xylenes (15 ml) was heated to 120° C. for 1 hour, then to 160° C. until the reaction was complete. The reaction mixture was then cooled to room temperature, the solvent was removed in vacuo, and the residue was purified by silica gel chromatography eluting with ethyl acetate (100%), followed by ethanol/ethyl acetate (1/1) to afford 1-cyclopentyl-3-ethyl-6... Procedure: A mixture of ethyl 5-chlorothiazolo[5,4-b]pyridine-2-carboxylate (500 mg, 2.06 mmol), 1-phenylvinylboronic acid (366 mg, 2.47 mmol), Pd(Oac)2 (18.5 mg, 82.4 μmol), cesium carbonate (1.343 g, 4.12 mmol), and 2-dicyclohexylphosphino-2′,6′-dimethoxybiphenyl (S-Phos; 33.8 mg, 82.4 μmol) in toluene (10.0 mL) was sparged with argon, then heated at 90° C. for 21.5 h. The resulting brown solution was diluted with dichloromethane (30 mL) and filtered through a pad of silica gel (washing pad with ethyl ac... The reagents and catalysts are CC(=O)O.CC(=O)O.[Pd] (Pd(Oac)2). Product: C1(=CC=CC=C1)C(=C)C1=CC=C2C(=N1)SC(=N2)C(=O)OCC (ethyl 5-(1-phenylvinyl)thiazolo[5,4-b]pyridine-2-carboxylate). Run at temperature 90 celsius. RXN SMILES: Cl[C:2]1[N:7]=[C:6]2[S:8][C:9]([C:11]([O:13][CH2:14][CH3:15])=[O:12])=[N:10][C:5]2=[CH:4][CH:3]=1.[C:16]1([C:22](B(O)O)=[CH2:23])[CH:21]=[CH:20][CH:19]=[CH:18][CH:17]=1.C(=O)([O-])[O-].[Cs+].[Cs+].C1(P(C2CCCCC2)C2C=CC=CC=2C2C(OC)=CC=CC=2OC)CCCCC1>C1(C)C=CC=CC=1.CC(O)=O.CC(O)=O.[Pd]>[C:16]1([C:22]([C:2]2[N:7]=[C:6]3[S:8][C:9]([C:11]([O:13][CH2:14][CH3:15])=[O:12])=[N:10][C:5]3=[CH:4][CH:3]=2)=[CH2:23])[CH:21]=[CH:20][CH:19]=[CH:18][CH:17]=1 |f:2.3.4,7.8.9|. Starting materials: ClC1=CC=C2C(=N1)SC(=N2)C(=O)OCC (ethyl 5-chlorothiazolo[5,4-b]pyridine-2-carboxylate), C1(=CC=CC=C1)C(=C)B(O)O (1-phenylvinylboronic acid), C([O-])([O-])=O.[Cs+].[Cs+] (cesium carbonate), C1(CCCCC1)P(C1=C(C=CC=C1)C1=C(C=CC=C1OC)OC)C1CCCCC1 (2-dicyclohexylphosphino-2′,6′-dimethoxybiphenyl). The solvent is C1(=CC=CC=C1)C (toluene). Starting materials: C(C)OP(OCC)(=O)C(P(OCC)(=O)OCC)NC=1SC(=CN1)C1=CC=CC=C1 (1-(5-phenylthiazol-2-yl-amino)methane-1,1-diphosphonic acid tetraethyl ester), Cl (hydrochloric acid). Run in CO (methanol). Product: C1(=CC=CC=C1)C1=CN=C(S1)NC(P(O)(=O)O)P(O)(=O)O (1-(5-phenylthiazol-2-ylamino)methane-1,1-diphosphonic acid). As a reaction SMILES: C([O:3][P:4]([CH:9]([NH:18][C:19]1[S:20][C:21]([C:24]2[CH:29]=[CH:28][CH:27]=[CH:26][CH:25]=2)=[CH:22][N:23]=1)[P:10]([O:15]CC)(=[O:14])[O:11]CC)(=[O:8])[O:5]CC)C.Cl>CO>[C:24]1([C:21]2[S:20][C:19]([NH:18][CH:9]([P:10]([OH:14])(=[O:11])[OH:15])[P:4]([OH:8])(=[O:3])[OH:5])=[N:23][CH:22]=2)[CH:25]=[CH:26][CH:27]=[CH:28][CH:29]=1. Reported procedure: 4.02 g (8.7 mmol) of 1-(5-phenylthiazol-2-yl-amino)methane-1,1-diphosphonic acid tetraethyl ester are heated under reflux in 30 ml of N hydrochloric acid for 18 hours. After cooling to room temperature, a small quantity of methanol is added and the whole is filtered. The filtrate is heated under reflux in methanol for 1 hour, filtered while hot and washed twice with hot methanol. Yield: 2.90 g (95% of the theoretical yield) of 1-(5-phenylthiazol-2-ylamino)methane-1,1-diphosphonic acid of m.p. 29... Starting materials: BrC1=CC=CC(=N1)C1=NC(=CC(=C1)C1=CC=C(C=C1)OC)C1=NC=CC=C1 (6-bromo-4′-(4-methoxyphenyl)-2,2′:6′2″-terpyridine), C(=O)=O (carbon dioxide), 3, C(CCC)[Li] (n-butyllithium), BrC1=CC=CC(=N1)C1=NC(=CC(=C1)C1=CC=C(C=C1)OC)C1=NC=CC=C1 (6-bromo-4′-(4-methoxyphenyl)-2,2′:6′2″-terpyridine), silicone oil. Run in C1CCOC1 (THF), C1CCOC1 (THF), C1CCOC1 (THF). Conditions: temperature -78 celsius, time 15 minute. Yields the product COC1=CC=C(C=C1)C1=CC(=NC(=C1)C1=NC=CC=C1)C1=NC(=CC=C1)C(=O)O (4′-(4-methoxyphenyl)-2,2′:6′2″-terpyridine-6-carboxylic acid). RXN SMILES: Br[C:2]1[N:7]=[C:6]([C:8]2[CH:13]=[C:12]([C:14]3[CH:19]=[CH:18][C:17]([O:20][CH3:21])=[CH:16][CH:15]=3)[CH:11]=[C:10]([C:22]3[CH:27]=[CH:26][CH:25]=[CH:24][N:23]=3)[N:9]=2)[CH:5]=[CH:4][CH:3]=1.C([Li])CCC.[C:33](=[O:35])=[O:34]>C1COCC1>[CH3:21][O:20][C:17]1[CH:18]=[CH:19][C:14]([C:12]2[CH:11]=[C:10]([C:22]3[CH:27]=[CH:26][CH:25]=[CH:24][N:23]=3)[N:9]=[C:8]([C:6]3[CH:5]=[CH:4][CH:3]=[C:2]([C:33]([OH:35])=[O:34])[N:7]=3)[CH:13]=2)=[CH:15][CH:16]=1. Reported procedure: A flame dried 3 necked 1 L flask equipped with a mechanical stirrer, pressure equalizing addition funnel, and, attached via silicone rubber tubing, a Gooch tube containing solid 6-bromo-4′-(4-methoxyphenyl)-2,2′:6′2″-terpyridine (42.2 mmole) under nitrogen is charged with 400 mL THF and cooled in a Dry Ice/ether bath to −78° C. A solution of n-butyllithium (20 mL of 2.5 M) is transferred via nitrogen pump to the pressure equalizing addition funnel, and is then added to the THF solution. After st... Starting materials: N1([C@H](C(=O)NCC(=O)NCC(=O)NCC(=O)OCC2=CC=CC=C2)CCC1)C(=O)OC(C)(C)C (Boc-Pro-Gly-Gly-Gly-OCH2Ph). Run in Cl (HCl), O1CCOCC1 (dioxane). Reaction conditions: time 1 hour. The product is N1[C@H](C(=O)NCC(=O)NCC(=O)NCC(=O)OCC2=CC=CC=C2)CCC1 (Pro-Gly-Gly-Gly-OCH2Ph). As a reaction SMILES: [N:1]1(C(OC(C)(C)C)=O)[CH2:27][CH2:26][CH2:25][C@H:2]1[C:3]([NH:5][CH2:6][C:7]([NH:9][CH2:10][C:11]([NH:13][CH2:14][C:15]([O:17][CH2:18][C:19]1[CH:24]=[CH:23][CH:22]=[CH:21][CH:20]=1)=[O:16])=[O:12])=[O:8])=[O:4]>Cl.O1CCOCC1>[NH:1]1[CH2:27][CH2:26][CH2:25][C@H:2]1[C:3]([NH:5][CH2:6][C:7]([NH:9][CH2:10][C:11]([NH:13][CH2:14][C:15]([O:17][CH2:18][C:19]1[CH:24]=[CH:23][CH:22]=[CH:21][CH:20]=1)=[O:16])=[O:12])=[O:8])=[O:4]. Procedure: Boc-Pro-Gly-Gly-Gly-OCH2Ph (SEQ ID NO.: 1) (0.2 g, 0.42 mmol) was dissolved in a 4N HCl solution in dioxane (10 mL) at 5° C. and the reaction mixture was stirred for 1 h at room temperature. The solvent was evaporated and the residue carefully dried at high vacuum and then crystallized from MeOH/Et2O to give Pro-Gly-Gly-Gly-OCH2Ph (SEQ ID NO.: 1) (0.18 g, 100%) as a colorless solid, mp 145–146° C. 1H-NMR (300 MHz, δ, CD3OD): 2.00–2.25 (4H, m), 3.35–3.45 (2H, m), 3.90–4.05 (6H, m), 4.30–4.40 (1H,... Reactants: ClC=1C(=C(C(=CC1)[N+](=O)[O-])C)[N+](=O)[O-] (3-chloro-2,6-dinitrotoluene), C1=CCCCC1 (cyclohexene). Reagents/catalysts: [Pd] (palladium on charcoal). Solvent: C(C)O (ethanol). Yields the product ClC1=C(C(=C(N)C=C1)C)[N+](=O)[O-] (4-chloro-2-methyl-3-nitroaniline). RXN SMILES: [Cl:1][C:2]1[C:3]([N+:12]([O-:14])=[O:13])=[C:4]([CH3:11])[C:5]([N+:8]([O-])=O)=[CH:6][CH:7]=1.C1CCCCC=1>[Pd].C(O)C>[Cl:1][C:2]1[CH:7]=[CH:6][C:5]([NH2:8])=[C:4]([CH3:11])[C:3]=1[N+:12]([O-:14])=[O:13]. Procedure: A mixture of 3-chloro-2,6-dinitrotoluene (18.0 g), cyclohexene (51 mL), and 10% palladium on charcoal (4.5 g) in ethanol (350 mL) was heated at reflux under an atmosphere of nitrogen for 1.5 hr. The reaction mixture was cooled to room temperature, filtered through celite, then evaporated under reduced pressure. The residue was dissolved in ethyl ether and filtered through a short silica column. Evaporation of the ether afforded 14.8 g as an orange solid. The reactants are C(C1=CC=CC=C1)OC(NC=1C(=C2C(=NN(C2=CC1)C(C1=CC=CC=C1)(C1=CC=CC=C1)C1=CC=CC=C1)C1=CC2=C(S1)C=CC=C2)OC)=O ((3-benzo[b]thiophen-2-yl-4-methoxy-1-trityl-1H-indazol-5-yl)-carbamic acid benzyl ester). The reagents and catalysts are [OH-].[Pd+2].[OH-].[C] (palladium hydroxide carbon). The solvent is C(C)(=O)OCC (ethyl acetate), CO (methanol). Product: S1C2=C(C=C1C1=NN(C3=CC=C(C(=C13)OC)N)C(C1=CC=CC=C1)(C1=CC=CC=C1)C1=CC=CC=C1)C=CC=C2 (3-Benzo[b]thiophen-2-yl-4-methoxy-1-trityl-1H-indazol-5-ylamine). The yield is 60.9%. Reaction SMILES: C(OC(=O)[NH:10][C:11]1[C:12]([O:48][CH3:49])=[C:13]2[C:17](=[CH:18][CH:19]=1)[N:16]([C:20]([C:33]1[CH:38]=[CH:37][CH:36]=[CH:35][CH:34]=1)([C:27]1[CH:32]=[CH:31][CH:30]=[CH:29][CH:28]=1)[C:21]1[CH:26]=[CH:25][CH:24]=[CH:23][CH:22]=1)[N:15]=[C:14]2[C:39]1[S:43][C:42]2[CH:44]=[CH:45][CH:46]=[CH:47][C:41]=2[CH:40]=1)C1C=CC=CC=1>C(OCC)(=O)C.CO.[OH-].[Pd+2].[OH-].[C]>[S:43]1[C:39]([C:14]2[C:13]3[C:17](=[CH:18][CH:19]=[C:11]([NH2:10])[C:12]=3[O:48][CH3:49])[N:16]([C:20]([C:21]3[CH:22]=[CH:23][CH:24]=[CH:25][CH:26]=3)([C:27]3[CH:32]=[CH:31][CH:30]=[CH:29][CH:28]=3)[C:33]3[CH:38]=[CH:37][CH:36]=[CH:35][CH:34]=3)[N:15]=2)=[CH:40][C:41]2[CH:47]=[CH:46][CH:45]=[CH:44][C:42]1=2 |f:3.4.5.6|. Reported procedure: A total of 939 mg of (3-benzo[b]thiophen-2-yl-4-methoxy-1-trityl-1H-indazol-5-yl)-carbamic acid benzyl ester obtained in Production Example II-39-a was dissolved in 20 ml of a 2:1 solvent mixture of ethyl acetate and methanol. 300 mg of 20% palladium hydroxide-carbon was added thereto, and the mixture was subjected to catalytic hydrogenation at room temperature and at normal atmospheric pressure in the presence of. The reaction mixture was filtrated through Celite, and the solvent was removed, t... Starting materials: NC=1SC=C(N1)C(C(=O)OCC)=O (ethyl 2-aminothiazol-4-ylglyoxylate), S1C(=S)N(C(=O)C1)CC(=O)O (rhodanine-3-acetic acid), C(C)(=O)[O-].[Na+] (sodium acetate). Solvent: C(C)(=O)O (acetic acid). Product: C(C)(=O)NC=1SC=C(N1)C(C(=O)OCC)=C1C(N(C(S1)=S)CC(=O)O)=O (5-[1-(2-Acetylaminothiazol-4-yl)-1-ethoxycarbonylmethylene]rhodanine-3-acetic acid). As a reaction SMILES: [NH2:1][C:2]1[S:3][CH:4]=[C:5]([C:7](=O)[C:8]([O:10][CH2:11][CH3:12])=[O:9])[N:6]=1.[S:14]1[CH2:20][C:18](=[O:19])[N:17]([CH2:21][C:22]([OH:24])=[O:23])[C:15]1=[S:16].[C:25]([O-])(=[O:27])[CH3:26].[Na+]>C(O)(=O)C>[C:25]([NH:1][C:2]1[S:3][CH:4]=[C:5]([C:7](=[C:20]2[S:14][C:15](=[S:16])[N:17]([CH2:21][C:22]([OH:24])=[O:23])[C:18]2=[O:19])[C:8]([O:10][CH2:11][CH3:12])=[O:9])[N:6]=1)(=[O:27])[CH3:26] |f:2.3|. Procedure details: A mixture comprising 4.35 g of ethyl 2-aminothiazol-4-ylglyoxylate, 5 g of rhodanine-3-acetic acid, 2.7 g of sodium acetate and 50 ml of acetic acid was heated under reflux for 2 days. The reaction mixture was then worked up as in Example 1, to give the desired compound as a yellow powder. The reactants are FC(C(=O)O)(F)F (trifluoroacetic acid), ClC1=C(C=CC(=N1)NC(=O)C1(CC1)C1=CC2=C(OC(O2)(F)F)C=C1)C (N-(6-Chloro-5-methylpyridin-2-yl)-1-(2,2-difluorobenzo[d][1,3]dioxol-5-yl)cyclopropanecarboxamide), C([O-])([O-])=O.[K+].[K+] (potassium carbonate), CS(=O)(=O)CCN1C(C=CC(=C1)B1OC(C(O1)(C)C)(C)C)=O (1-(2-(methylsulfonyl)ethyl)-5-(4,4,5,5-tetramethyl-1,3,2-dioxaborolan-2-yl)pyridin-2(1H)-one). The reagents and catalysts are C=1C=CC(=CC1)[P](C=2C=CC=CC2)(C=3C=CC=CC3)[Pd]([P](C=4C=CC=CC4)(C=5C=CC=CC5)C=6C=CC=CC6)([P](C=7C=CC=CC7)(C=8C=CC=CC8)C=9C=CC=CC9)[P](C=1C=CC=CC1)(C=1C=CC=CC1)C=1C=CC=CC1 (tetrakis(triphenylphosphine)palladium). Run in ClCCl (dichloromethane), COCCOC (1,2-dimethoxyethane). Conditions: temperature 80 celsius, time 16 hour. Product: FC1(OC2=C(O1)C=CC(=C2)C2(CC2)C(=O)NC2=NC(=C(C=C2)C)C2=CN(C(C=C2)=O)CCS(=O)(=O)C)F (1-(2,2-Difluorobenzo[d][1,3]dioxol-5-yl)-N-(5-methyl-6-(1-(2-(methylsulfonyl)ethyl)-6-oxo-1,6-dihydropyridin-3-yl)pyridin-2-yl)cyclopropanecarboxamide). Yield: 3.5%. Reaction SMILES: Cl[C:2]1[N:7]=[C:6]([NH:8][C:9]([C:11]2([C:14]3[CH:24]=[CH:23][C:17]4[O:18][C:19]([F:22])([F:21])[O:20][C:16]=4[CH:15]=3)[CH2:13][CH2:12]2)=[O:10])[CH:5]=[CH:4][C:3]=1[CH3:25].C(=O)([O-])[O-].[K+].[K+].[CH3:32][S:33]([CH2:36][CH2:37][N:38]1[CH:43]=[C:42](B2OC(C)(C)C(C)(C)O2)[CH:41]=[CH:40][C:39]1=[O:53])(=[O:35])=[O:34].FC(F)(F)C(O)=O>ClCCl.C1C=CC([P]([Pd]([P](C2C=CC=CC=2)(C2C=CC=CC=2)C2C=CC=CC=2)([P](C2C=CC=CC=2)(C2C=CC=CC=2)C2C=CC=CC=2)[P](C2C=CC=CC=2)(C2C=CC=CC=2)C2C=CC=CC=2)(C2C=CC=CC=2)C2C=CC=CC=2)=CC=1.COCCOC>[F:21][C:19]1([F:22])[O:18][C:17]2[CH:23]=[CH:24][C:14]([C:11]3([C:9]([NH:8][C:6]4[CH:5]=[CH:4][C:3]([CH3:25])=[C:2]([C:42]5[CH:41]=[CH:40][C:39](=[O:53])[N:38]([CH2:37][CH2:36][S:33]([CH3:32])(=[O:34])=[O:35])[CH:43]=5)[N:7]=4)=[O:10])[CH2:13][CH2:12]3)=[CH:15][C:16]=2[O:20]1 |f:1.2.3,^1:67,69,88,107|. Reported procedure: N-(6-Chloro-5-methylpyridin-2-yl)-1-(2,2-difluorobenzo[d][1,3]dioxol-5-yl)cyclopropanecarboxamide (325 mg, 0.886 mmol), tetrakis(triphenylphosphine)palladium (0) (51.20 mg, 0.044 mmol), potassium carbonate (1.1 mL of 2 M, 2.21 mmol), and 1-(2-(methylsulfonyl)ethyl)-5-(4,4,5,5-tetramethyl-1,3,2-dioxaborolan-2-yl)pyridin-2(1H)-one (377 mg, 1.15 mmol) were combined in a scintillation vial containing 1,2-dimethoxyethane (8 mL). The reaction mixture was then stirred and heated to 80 degrees C. for 16... Product: CCOC(OCC)C(=O)[O-], [Na+]. Reaction SMILES: [CH2:1]([CH3:2])[O:3][CH:4]([C:5](=[O:6])[O:7][CH2:8][CH3:9])[O:10][CH2:11][CH3:12].[CH3:15][CH2:16][OH:17].[Na+:14].[OH-:13].[OH2:18]>>[CH2:1]([CH3:2])[O:3][CH:4]([C:5](=[O:6])[O-:7])[O:10][CH2:11][CH3:12].[Na+:14]. Reactants: CCOC(=O)C(OCC)OCC, CCO, [Na+], [OH-], O.